Dataset: the Open Reaction Database (ORD), a public repository of structured organic reaction records. Task: describe an organic reaction: reactants, conditions, products, and yield Starting materials: O=C([O-])[O-], COCC1OC2(CCCCC2)OC1C=O, CO, Cl, NO, [Na+], [Na+], O. Product: COCC1OC2(CCCCC2)OC1C=NO. Reaction SMILES: [C:20](=[O:21])([O-:22])[O-:23].[CH3:1][O:2][CH2:3][CH:4]1[CH:5]([CH:14]=[O:15])[O:6][C:7]2([O:8]1)[CH2:9][CH2:10][CH2:11][CH2:12][CH2:13]2.[CH3:26][OH:27].[ClH:17].[NH2:18][OH:19].[Na+:24].[Na+:25].[OH2:16]>>[CH3:1][O:2][CH2:3][CH:4]1[CH:5]([CH:14]=[N:18][OH:16])[O:6][C:7]2([O:8]1)[CH2:9][CH2:10][CH2:11][CH2:12][CH2:13]2. Starting materials: OC([C@@H](/C=C/[C@@H](C)[C@H]1CC[C@H]2[C@H](CCC[C@]12C)O)C)(C)C ((1R,3aR,4S,7aR)-1-[(1R,2E,4R)-5-hydroxy-1,4,5-trimethylhex-2-enyl]-7a-methyloctahydro-1H-inden-4-ol). Run in C(C)(=O)O (acetic acid). Procedure: The compound of Example 15B (89 mg) was dissolved in acetic acid and hydrogenated over 10% platinum on carbon. After purging with nitrogen, the mixture was filtered through a pad of diatomaceous earth to remove catalyst and concentrated in vacuo to give material that was carried forward to the next step without further purification. Reagents/catalysts: [Pt] (platinum on carbon). Product: OC([C@@H](CC[C@@H](C)[C@H]1CC[C@H]2[C@H](CCC[C@]12C)O)C)(C)C ((1R,3aR,4S,7aR)-1-[(1R,4R)-5-hydroxy-1,4,5-trimethylhexyl]-7a-methyloctahydro-1H-inden-4-ol). As a reaction SMILES: [OH:1][C:2]([CH3:21])([CH3:20])[C@H:3]([CH3:19])/[CH:4]=[CH:5]/[C@H:6]([C@@H:8]1[C@:16]2([CH3:17])[C@H:11]([C@@H:12]([OH:18])[CH2:13][CH2:14][CH2:15]2)[CH2:10][CH2:9]1)[CH3:7]>C(O)(=O)C.[Pt]>[OH:1][C:2]([CH3:20])([CH3:21])[C@H:3]([CH3:19])[CH2:4][CH2:5][C@H:6]([C@@H:8]1[C@:16]2([CH3:17])[C@H:11]([C@@H:12]([OH:18])[CH2:13][CH2:14][CH2:15]2)[CH2:10][CH2:9]1)[CH3:7]. Starting materials: COCCO, [H][H], O=C1c2ccccc2C(=O)c2c(NO)cccc21. Yields the product Nc1cccc2c1C(=O)c1ccccc1C2=O. RXN SMILES: [CH3:21][O:22][CH2:23][CH2:24][OH:25].[H:19][H:20].[OH:1][NH:2][c:3]1[cH:4][cH:5][cH:6][c:7]2[c:16]1[C:15](=[O:17])[c:14]1[c:9]([cH:10][cH:11][cH:12][cH:13]1)[C:8]2=[O:18]>>[NH2:2][c:3]1[cH:4][cH:5][cH:6][c:7]2[c:16]1[C:15](=[O:17])[c:14]1[c:9]([cH:10][cH:11][cH:12][cH:13]1)[C:8]2=[O:18]. Starting materials: BrC1=NC=C(C=C1)Br (2,5-dibromopyridine), [H-].[Na+] (sodium hydride), resultant mixture, OC1=CCOC=C1 (4-hydroxypyran). Run in CN(C=O)C (N,N-dimethylformamide), [Cl-].[Na+].O (brine). Conditions: temperature 0 celsius. Product: BrC=1C=CC(=NC1)OC1CCOCC1 (5-Bromo-2-(tetrahydro-pyran-4-yloxy)-pyridine). Isolated yield 87.2%. RXN SMILES: Br[C:2]1[CH:7]=[CH:6][C:5]([Br:8])=[CH:4][N:3]=1.[H-].[Na+].[OH:11][C:12]1[CH:17]=[CH:16][O:15][CH2:14][CH:13]=1>CN(C)C=O.[Cl-].[Na+].O>[Br:8][C:5]1[CH:6]=[CH:7][C:2]([O:11][CH:12]2[CH2:17][CH2:16][O:15][CH2:14][CH2:13]2)=[N:3][CH:4]=1 |f:1.2,5.6.7|. Procedure details: A solution of 2,5-dibromopyridine (9.5 g, 40 mmol) in N,N-dimethylformamide (100 mL) was treated with sodium hydride (60% dispersion in mineral oil, 2.4 g, 60 mmol). The mixture was cooled to 0° C. and 4-hydroxypyran (3.8 mL, 40 mmol) was added slowly. The resultant mixture was stirred at room temperature for 24 hours, then was added to dilute brine solution and was extracted with ethyl acetate. The organic layer was dried over magnesium sulfate, was filtered, and the solvent was removed in vacu... The reactants are CC(=O)O, Cl, Cl[Cu], O=N[O-], Nc1cccc2cc(C(=O)O)ccc12, [Na+], O=S(=O)(O)O. The product is O=C(O)c1ccc2c(Cl)cccc2c1. As a reaction SMILES: [C:25]([OH:26])(=[O:27])[CH3:28].[ClH:19].[Cu:29][Cl:30].[N:1]([O-:2])=[O:3].[NH2:5][c:6]1[c:7]2[cH:8][cH:9][c:10]([C:16](=[O:17])[OH:18])[cH:11][c:12]2[cH:13][cH:14][cH:15]1.[Na+:4].[S:20](=[O:21])(=[O:22])([OH:23])[OH:24]>>[c:6]1([Cl:19])[c:7]2[cH:8][cH:9][c:10]([C:16](=[O:17])[OH:18])[cH:11][c:12]2[cH:13][cH:14][cH:15]1. Starting materials: ClC(=O)OCC(C)C (isobutyl chloroformate), C1(CC1)CN1CC(CC1)N (1-cyclopropylmethyl-3-aminopyrrolidine), COC1=C(C(=O)O)C=C(C(=C1)Br)S(=O)(=O)C (2-methoxy-4-bromo-5-methylsulphonyl benzoic acid), CC(=O)C (acetone), 0.72. Solvent: O (water), C(C)N(CC)CC (triethylamine), O (water). Reaction conditions: temperature 0 celsius, time 30 minute. Yields the product C1(CC1)CN1CC(CC1)NC(C1=C(C=C(C(=C1)S(=O)(=O)C)Br)OC)=O (N-(1cyclopropylmethyl-3-pyrrolidinyl)-2-methoxy-4-bromo-5-methylsulphonyl-benzamide). RXN SMILES: [CH3:1][O:2][C:3]1[CH:11]=[C:10]([Br:12])[C:9]([S:13]([CH3:16])(=[O:15])=[O:14])=[CH:8][C:4]=1[C:5]([OH:7])=O.CC(C)=O.ClC(OCC(C)C)=O.[CH:29]1([CH2:32][N:33]2[CH2:37][CH2:36][CH:35]([NH2:38])[CH2:34]2)[CH2:31][CH2:30]1>O.C(N(CC)CC)C>[CH:29]1([CH2:32][N:33]2[CH2:37][CH2:36][CH:35]([NH:38][C:5](=[O:7])[C:4]3[CH:8]=[C:9]([S:13]([CH3:16])(=[O:15])=[O:14])[C:10]([Br:12])=[CH:11][C:3]=3[O:2][CH3:1])[CH2:34]2)[CH2:31][CH2:30]1. Procedure details: 9.3 g of 2-methoxy-4-bromo-5-methylsulphonyl benzoic acid (0.030 mole), 70 ml of acetone, 10 ml of water and 4.2 ml of triethylamine of density 0.72 (0.030 mole) are placed in a 250 ml flask fitted with an agitator, a thermometer and a dropping funnel. A solution is obtained and cooled to about 0° C. 4.2 g of isobutyl chloroformate (0.030 mole) is added drop by drop, the reaction medium is agitated for 30 minutes with the temperature between 0° and +5° C., then 4.7 g of 1-cyclopropylmethyl-3-ami... Starting materials: COC=1C(C(=C(C(C1OC)=O)C)CCCCCCCCCCCCC(=O)OC)=O (2,3-dimethoxy-6-(12-methoxycarbonyldodecyl)-5-methyl-1,4-benzoquinone), aqueous solution, S(=O)([O-])S(=O)[O-].[Na+].[Na+] (sodium hydrosulfite). Run in CCOCC (ether). Conditions: temperature 50 celsius, time 1 hour. Yields the product C(=O)(O)CCCCCCCCCCCCC1=C(C(C(=C(C1=O)OC)OC)=O)C (6-(12-carboxydodecyl)-2,3-dimethoxy-5-methyl-1,4-benzoquinone). Isolated yield 75.3%. Reaction SMILES: [CH3:1][O:2][C:3]1[C:4](=[O:29])[C:5]([CH2:13][CH2:14][CH2:15][CH2:16][CH2:17][CH2:18][CH2:19][CH2:20][CH2:21][CH2:22][CH2:23][CH2:24][C:25]([O:27]C)=[O:26])=[C:6]([CH3:12])[C:7](=[O:11])[C:8]=1[O:9][CH3:10].S(S([O-])=O)([O-])=O.[Na+].[Na+]>CCOCC>[C:25]([CH2:24][CH2:23][CH2:22][CH2:21][CH2:20][CH2:19][CH2:18][CH2:17][CH2:16][CH2:15][CH2:14][CH2:13][C:5]1[C:4](=[O:29])[C:3]([O:2][CH3:1])=[C:8]([O:9][CH3:10])[C:7](=[O:11])[C:6]=1[CH3:12])([OH:27])=[O:26] |f:1.2.3|. Procedure: In 200 ml of ether is dissolved 1.5 g of 2,3-dimethoxy-6-(12-methoxycarbonyldodecyl)-5-methyl-1,4-benzoquinone (I:n=12, R=CH3) and the solution is shaken with 75 ml of a 20% aqueous solution of sodium hydrosulfite. The ether layer is separated and concentrated. To the residue are added, under ice-cooling and in a nitrogen gas stream, 5 ml of a 30% aqueous solution of sodium hydrosulfite and 3.5 ml of a 30% aqueous solution of potassium hydroxide. The mixture is warmed at 50° C. for 2.5 hours. Af...